Dataset: the Open Reaction Database (ORD), a public repository of structured organic reaction records. Task: describe an organic reaction: reactants, conditions, products, and yield Starting materials: C(CC#C)O (3-butyn-1-ol), BrC1=C2/C(/C(NC2=CC=C1)=O)=C/C=1NC=CC1OC ((Z)-4-bromo-1,3-dihydro-3-[(3-methoxy-1H-pyrrol-2-yl)methylene]-2H-indol-2-one), BrC1=C2/C(/C(NC2=CC=C1)=O)=C/C=1NC=CC1OC ((Z)-4-bromo-1,3-dihydro-3-[(3-methoxy-1H-pyrrol-2-yl)methylene]-2H-indol-2-one), Cl[Si](C)(C)C (chlorotrimethylsilane). Run in CN(C)C=O (DMF), C(C)N(CC)CC (triethylamine). Run at temperature 70 celsius. Product: OCCC#CC1=C2/C(/C(NC2=CC=C1)=O)=C/C=1NC=CC1OC ((Z)-1,3-dihydro-4-(4-hydroxy-1-butynyl)-3-[(3-methoxy-1H-pyrrol-2-yl)methylene]-2H-indol-2-one). As a reaction SMILES: [CH2:1]([OH:5])[CH2:2][C:3]#[CH:4].Cl[Si](C)(C)C.Br[C:12]1[CH:20]=[CH:19][CH:18]=[C:17]2[C:13]=1/[C:14](=[CH:22]/[C:23]1[NH:24][CH:25]=[CH:26][C:27]=1[O:28][CH3:29])/[C:15](=[O:21])[NH:16]2>CN(C=O)C.C(N(CC)CC)C>[OH:5][CH2:1][CH2:2][C:3]#[C:4][C:12]1[CH:20]=[CH:19][CH:18]=[C:17]2[C:13]=1/[C:14](=[CH:22]/[C:23]1[NH:24][CH:25]=[CH:26][C:27]=1[O:28][CH3:29])/[C:15](=[O:21])[NH:16]2. Procedure: Using Method I above, 3-butyn-1-ol (40 mg, 0.57 mmol) (Aldrich) was dissolved, under argon, in 3 mL DMF and 2 mL triethylamine, and to this solution was added chlorotrimethylsilane (0.13 mL, 1 mmol). The reaction was stirred at room temperature for 1 h, at which time (Z)-4-bromo-1,3-dihydro-3-[(3-methoxy-1H-pyrrol-2-yl)methylene]-2H-indol-2-one (110 mg, 0.38 mmol) (Starting Material 1 supra) was added and the solution was degassed for 15 min by bubbling argon through the solution. (Ph3P)2PdCl2 (... The reactants are NC1=NC=2CCC(CC2C(=N1)N)CC1=C(C(=CC=C1)C(F)(F)F)OCC1=CC=CC=C1 (2,4-diamino-6-[(phenylmethoxy)(3-trifluoromethylphenyl)]methyl-5,6,7,8-tetrahydroquinazoline). The reagents and catalysts are [Pd] (palladium on charcoal). Run in C(C)O (ethanol). Product: NC1=NC=2CCC(CC2C(=N1)N)C1=C(C=CC=C1C(F)(F)F)CO ([(2,4-diamino-5,6,7,8-tetrahydroquinazolin-6-yl)(3-trifluoromethylphenyl)]methanol). RXN SMILES: [NH2:1][C:2]1[N:11]=[C:10]([NH2:12])[C:9]2[CH2:8][CH:7]([CH2:13][C:14]3[CH:19]=[CH:18][CH:17]=[C:16]([C:20]([F:23])([F:22])[F:21])[C:15]=3[O:24]CC3C=CC=CC=3)[CH2:6][CH2:5][C:4]=2[N:3]=1>[Pd].C(O)C>[NH2:1][C:2]1[N:11]=[C:10]([NH2:12])[C:9]2[CH2:8][CH:7]([C:13]3[C:16]([C:20]([F:23])([F:21])[F:22])=[CH:17][CH:18]=[CH:19][C:14]=3[CH2:15][OH:24])[CH2:6][CH2:5][C:4]=2[N:3]=1. Reported procedure: A mixture of 4.3 grams (0.010 mole) of 2,4-diamino-6-[(phenylmethoxy)(3-trifluoromethylphenyl)]methyl-5,6,7,8-tetrahydroquinazoline and a catalytic amount of 5% palladium on charcoal in 30 mL of ethanol is hydrogenated using a Parr hydrogenator. Upon completion of the uptake of the theoretical amount of hydrogen, the reaction mixture is filtered. The filtrate is concentrated under reduced pressure, yielding [(2,4-diamino-5,6,7,8-tetrahydroquinazolin-6-yl)(3-trifluoromethylphenyl)]methanol The reactants are CC1=NC=CC=C1OC=1C=C2C[C@H](CC2=CC1)NS(=O)(=O)C(C)C (N-{(2S)-5-[(2-methyl-3-pyridinyl)oxy]-2,3-dihydro-1H-inden-2-yl}-2-propanesulfonamide), Cl (HCl). Solvent: CO (methanol), ClCCl (dichloromethane). Reaction conditions: time 20 minute. Product: Cl.CC1=NC=CC=C1OC=1C=C2C[C@H](CC2=CC1)NS(=O)(=O)C(C)C (N-{(2S)-5-[(2-methyl-3-pyridinyl)oxy]-2,3-dihydro-1H-inden-2-yl}-2-propanesulfonamide, hydrochloride). The yield is 100.9%. RXN SMILES: [CH3:1][C:2]1[C:7]([O:8][C:9]2[CH:10]=[C:11]3[C:15](=[CH:16][CH:17]=2)[CH2:14][C@H:13]([NH:18][S:19]([CH:22]([CH3:24])[CH3:23])(=[O:21])=[O:20])[CH2:12]3)=[CH:6][CH:5]=[CH:4][N:3]=1.[ClH:25]>CO.ClCCl>[ClH:25].[CH3:1][C:2]1[C:7]([O:8][C:9]2[CH:10]=[C:11]3[C:15](=[CH:16][CH:17]=2)[CH2:14][C@H:13]([NH:18][S:19]([CH:22]([CH3:24])[CH3:23])(=[O:21])=[O:20])[CH2:12]3)=[CH:6][CH:5]=[CH:4][N:3]=1 |f:4.5|. Reported procedure: N-{(2S)-5-[(2-methyl-3-pyridinyl)oxy]-2,3-dihydro-1H-inden-2-yl}-2-propanesulfonamide (free base, 7.08 g, 20.44 mmol) was dissolved in methanol (150 mL) and dichloromethane (75 mL). HCl (1M in ether, 21.46 mL, 21.46 mmol) was added dropwise at 0° C. and the mixture was stirred at room temperature for 20 minutes. Solvent was removed under reduced pressure to obtain the title compound (7.9 g) containing a minor amount of methanol. 1 g of this material was dried under reduced pressure at 60° C. for... The reactants are CI, CN(C)C=O, C#CCn1c(=O)oc2cc(F)c(-n3c(=O)cc(C(F)(F)F)[nH]c3=O)cc21, [H-], [Na+], O. Product: C#CCn1c(=O)oc2cc(F)c(-n3c(=O)cc(C(F)(F)F)n(C)c3=O)cc21. Reaction SMILES: [CH3:27][I:28].[CH3:32][N:33]([CH3:34])[CH:35]=[O:36].[F:1][c:2]1[cH:3][c:4]2[c:5]([n:6]([CH2:10][C:11]#[CH:12])[c:7](=[O:9])[o:8]2)[cH:13][c:14]1-[n:15]1[c:16](=[O:26])[nH:17][c:18]([C:22]([F:23])([F:24])[F:25])[cH:19][c:20]1=[O:21].[H-:29].[Na+:30].[OH2:31]>>[F:1][c:2]1[cH:3][c:4]2[c:5]([n:6]([CH2:10][C:11]#[CH:12])[c:7](=[O:9])[o:8]2)[cH:13][c:14]1-[n:15]1[c:16](=[O:26])[n:17]([CH3:27])[c:18]([C:22]([F:23])([F:24])[F:25])[cH:19][c:20]1=[O:21]. Starting materials: CC(C)(C)OC(=O)NN, ClCCl, CCOC(C)=O, O=C(O)C(CCCCl)c1c(F)cc(F)cc1F, Cl. The product is CC(C)(C)OC(=O)NNC(=O)C(CCCCl)c1c(F)cc(F)cc1F. RXN SMILES: [C:18]([NH:19][NH2:20])(=[O:21])[O:22][C:23]([CH3:24])([CH3:25])[CH3:26].[CH2:34]([Cl:35])[Cl:36].[CH3:27][CH2:28][O:29][C:30](=[O:31])[CH3:32].[Cl:1][CH2:2][CH2:3][CH2:4][CH:5]([C:6](=[O:7])[OH:8])[c:9]1[c:10]([F:17])[cH:11][c:12]([F:16])[cH:13][c:14]1[F:15].[ClH:33]>>[Cl:1][CH2:2][CH2:3][CH2:4][CH:5]([C:6](=[O:8])[NH:20][NH:19][C:18](=[O:21])[O:22][C:23]([CH3:24])([CH3:25])[CH3:26])[c:9]1[c:10]([F:17])[cH:11][c:12]([F:16])[cH:13][c:14]1[F:15]. Starting materials: C(C=C)ONC1C(=C[C@@H](NC1)C(=O)N)CC(=O)N ((R)-5-(allyloxyamino)-4-(2-amino-2-oxoethyl)-1,2,5,6-tetrahydropyridine-2-carboxamide), C(C=C)ONC1C(=C[C@@H](NC1)C(=O)N)CC(=O)N ((R)-5-(allyloxyamino)-4-(2-amino-2-oxoethyl)-1,2,5,6-tetrahydropyridine-2-carboxamide), C(C=C)ON1[C@@H]2C(=C[C@H](N(C1=O)C2)C(=O)N)C ((2S,5R)-6-(allyloxy)-4-methyl-7-oxo-1,6-diazabicyclo[3.2.1]oct-3-ene-2-carboxamide). Conditions: temperature 0 celsius, time 2 hour. Product: C(C=C)ON1[C@@H]2C(=C[C@H](N(C1=O)C2)C(=O)N)CC(=O)N ((2S,5R)-6-(allyloxy)-4-(2-amino-2-oxoethyl)-7-oxo-1,6-diazabicyclo[3.2.1]oct-3-ene-2-carboxamide). RXN SMILES: [CH2:1]([O:4][NH:5][CH:6]1[CH2:11][NH:10][C@@H:9]([C:12]([NH2:14])=[O:13])[CH:8]=[C:7]1[CH2:15][C:16]([NH2:18])=[O:17])[CH:2]=[CH2:3].[CH2:19]([O:22]N1C(=O)N2C[C@H]1C(C)=C[C@H]2C(N)=O)C=C>>[CH2:1]([O:4][N:5]1[C:19](=[O:22])[N:10]2[CH2:11][C@H:6]1[C:7]([CH2:15][C:16]([NH2:18])=[O:17])=[CH:8][C@H:9]2[C:12]([NH2:14])=[O:13])[CH:2]=[CH2:3]. Reported procedure: The title compound was prepared from (R)-5-(allyloxyamino)-4-(2-amino-2-oxoethyl)-1,2,5,6-tetrahydropyridine-2-carboxamide (Intermediate 177, 132 mg, 0.52 mmol) following the procedure described for Intermediate 16. The reaction mixture was stirred at 0° C. for 2 h. The volatile was removed under vacuum and the crude was subjected to silica column eluting with 0-100% ethyl acetate/hexanes and then 95% ethyl acetate/5% MeOH to give a pale yellow solid. 62 mg, 43%. The reactants are Cl.FC1([C@@H](O[C@@H]([C@H]1O)CO)N1C(=O)N=C(N)C=C1)F (2'-deoxy-2',2'-difluorocytidine, hydrochloride), C1(CCC(=O)O1)=O (succinic anhydride). Solvent: N1=CC=CC=C1 (pyridine). Reaction conditions: time 1.25 hour. Product: C(=O)(O)CCC(=O)NC1=NC(N([C@H]2C([C@H](O)[C@@H](CO)O2)(F)F)C=C1)=O (N-(3-Carboxy-1-oxopropyl)-2'-deoxy-2',2'-difluorocytidin). Isolated yield 105.2%. As a reaction SMILES: Cl.[F:2][C:3]1([F:19])[C@H:7]([OH:8])[C@@H:6]([CH2:9][OH:10])[O:5][C@H:4]1[N:11]1[CH:18]=[CH:17][C:15]([NH2:16])=[N:14][C:12]1=[O:13].[C:20]1(=[O:26])[O:25][C:23](=[O:24])[CH2:22][CH2:21]1>N1C=CC=CC=1>[C:23]([CH2:22][CH2:21][C:20]([NH:16][C:15]1[CH:17]=[CH:18][N:11]([C@@H:4]2[O:5][C@H:6]([CH2:9][OH:10])[C@@H:7]([OH:8])[C:3]2([F:2])[F:19])[C:12](=[O:13])[N:14]=1)=[O:26])([OH:25])=[O:24] |f:0.1|. Procedure: Two hundred mg of 2'-deoxy-2',2'-difluorocytidine, hydrochloride, was dissolved in 2 ml of pyridine, and then 134 mg of succinic anhydride was added. The mixture was stirred at ambient temperature for 1.25 hours, and was then concentrated under vacuum. The residue was dissolved in dichloromethane/methanol, and the solution was absorbed on 1.5 g of silica gel, which was then slurried in dichloromethane and loaded on a 4 g silica gel column. The column was eluted with a gradient solvent, starting ...